From a dataset of the Open Reaction Database (ORD), a public repository of structured organic reaction records. describe an organic reaction: reactants, conditions, products, and yield The reactants are C(C)OC(=O)C1OC2=C(NC1)C=CC=C2 (2-ethoxycarbonyl-3,4-dihydro-2H-1,4-benzoxazine), C(C=C)(=O)OCC1=CC=CC=C1 (benzyl acrylate). Run in O (water), C1(=CC=CC=C1)C (toluene). Product: C(C1=CC=CC=C1)OC(=O)CCN1CC(OC2=C1C=CC=C2)C(=O)OCC (4-[2-(Benzyloxycarbonyl)-ethyl]-2-ethoxycarbonyl-3,4-dihydro-2H-1,4-benzoxazine). Reaction SMILES: [CH2:1]([O:3][C:4]([CH:6]1[CH2:11][NH:10][C:9]2[CH:12]=[CH:13][CH:14]=[CH:15][C:8]=2[O:7]1)=[O:5])[CH3:2].[C:16]([O:20][CH2:21][C:22]1[CH:27]=[CH:26][CH:25]=[CH:24][CH:23]=1)(=[O:19])[CH:17]=[CH2:18]>O.C1(C)C=CC=CC=1>[CH2:21]([O:20][C:16]([CH2:17][CH2:18][N:10]1[C:9]2[CH:12]=[CH:13][CH:14]=[CH:15][C:8]=2[O:7][CH:6]([C:4]([O:3][CH2:1][CH3:2])=[O:5])[CH2:11]1)=[O:19])[C:22]1[CH:27]=[CH:26][CH:25]=[CH:24][CH:23]=1. Procedure: 2.3 mmol (0.9 ml) of 40% Triton B in water are added at 0° C. to 22.6 mmol (5 g) of 2-ethoxycarbonyl-3,4-dihydro-2H-1,4-benzoxazine (described in J. Heterocyclic Chem., 1985, 22, 177) and 79 mmol (12.8 g) of benzyl acrylate in 17 ml of toluene. The reaction mixture is refluxed overnight, the solvent is evaporated off and the reaction mixture is heated again for 24 hours. After cooling, hydrolysis and extraction with ethyl acetate, the organic phase is concentrated and purified by chromatography ... Starting materials: CCN=C=NCCCN(C)C, ClCCl, CNOC, CN1CCOCC1, Cl, Cl, Cc1cc(C(=O)O)ncc1C(c1cc(F)ccc1F)S(=O)(=O)c1ccc(F)cc1, On1nnc2ccccc21. Product: CON(C)C(=O)c1cc(C)c(C(c2cc(F)ccc2F)S(=O)(=O)c2ccc(F)cc2)cn1. RXN SMILES: [CH2:46]([N:47]=[C:48]=[N:49][CH2:50][CH2:51][CH2:52][N:53]([CH3:54])[CH3:55])[CH3:56].[CH2:64]([Cl:65])[Cl:66].[CH3:31][NH:32][O:33][CH3:34].[CH3:57][N:58]1[CH2:59][CH2:60][O:61][CH2:62][CH2:63]1.[ClH:30].[ClH:45].[F:1][c:2]1[c:3]([CH:9]([c:10]2[c:11]([CH3:19])[cH:12][c:13]([C:16](=[O:17])[OH:18])[n:14][cH:15]2)[S:20](=[O:21])(=[O:22])[c:23]2[cH:24][cH:25][c:26]([F:29])[cH:27][cH:28]2)[cH:4][c:5]([F:8])[cH:6][cH:7]1.[OH:35][n:36]1[c:37]2[cH:38][cH:39][cH:40][cH:41][c:42]2[n:43][n:44]1>>[F:1][c:2]1[c:3]([CH:9]([c:10]2[c:11]([CH3:19])[cH:12][c:13]([C:16](=[O:18])[N:32]([CH3:31])[O:33][CH3:34])[n:14][cH:15]2)[S:20](=[O:21])(=[O:22])[c:23]2[cH:24][cH:25][c:26]([F:29])[cH:27][cH:28]2)[cH:4][c:5]([F:8])[cH:6][cH:7]1. Reactants: CC1=C(C=C(N)C=C1)N1C=CN2N=C(C=C21)C=2C=NC=CC2 (4-Methyl-3-[6-(pyridin-3-yl)-1H-imidazo[1,2-b]pyrazol-1-yl]aniline), OC(C)(C)C=1C=C(C(=O)O)C=C(C1)S(F)(F)(F)(F)F (3-(2-Hydroxypropan-2-yl)-5-(pentafluoro-λ6-sulphanyl)benzoic acid). Product: OC(C)(C)C=1C=C(C(=O)NC2=CC(=C(C=C2)C)N2C=CN3N=C(C=C32)C=3C=NC=CC3)C=C(C1)S(F)(F)(F)(F)F (3-(2-Hydroxypropan-2-yl)-N-{4-methyl-3-[6-(pyridin-3-yl)-1H-imidazo[1,2-b]pyrazol-1-yl]-phenyl}-5-(pentafluoro-λ6-sulphanyl)benzamide). As a reaction SMILES: [CH3:1][C:2]1[CH:8]=[CH:7][C:5]([NH2:6])=[CH:4][C:3]=1[N:9]1[C:16]2[N:12]([N:13]=[C:14]([C:17]3[CH:18]=[N:19][CH:20]=[CH:21][CH:22]=3)[CH:15]=2)[CH:11]=[CH:10]1.[OH:23][C:24]([C:27]1[CH:28]=[C:29]([CH:33]=[C:34]([S:36]([F:41])([F:40])([F:39])([F:38])[F:37])[CH:35]=1)[C:30](O)=[O:31])([CH3:26])[CH3:25]>>[OH:23][C:24]([C:27]1[CH:28]=[C:29]([CH:33]=[C:34]([S:36]([F:41])([F:37])([F:38])([F:39])[F:40])[CH:35]=1)[C:30]([NH:6][C:5]1[CH:7]=[CH:8][C:2]([CH3:1])=[C:3]([N:9]2[C:16]3[N:12]([N:13]=[C:14]([C:17]4[CH:18]=[N:19][CH:20]=[CH:21][CH:22]=4)[CH:15]=3)[CH:11]=[CH:10]2)[CH:4]=1)=[O:31])([CH3:25])[CH3:26]. Procedure details: 50 mg (0.17 mmol) of the compound of Example 6A and 52.9 mg (0.17 mmol) of the compound of Example 19A were reacted and worked up analogously to the procedure of Example 19. This gave 49 mg (49% of theory) of the title compound.